Dataset: the Open Reaction Database (ORD), a public repository of structured organic reaction records. Task: describe an organic reaction: reactants, conditions, products, and yield The reactants are C(C1=CC=CC=C1)(=O)N1C(C(C2=CC=CC=C12)=C(C1=CC=CC=C1)O)=O (1-benzoyl-3-(1-hydroxy-1-phenyl-methylidene)-2-indolinone), P(Cl)(Cl)(Cl)(Cl)Cl (phosphorus pentachloride). The solvent is C1(=CC=CC=C1)C (toluene). Yields the product C(C1=CC=CC=C1)(=O)N1C(C(C2=CC=CC=C12)=C(C1=CC=CC=C1)Cl)=O (1-benzoyl-3-(1-chloro-1-phenyl-methylidene)-2-indolinone). As a reaction SMILES: [C:1]([N:9]1[C:17]2[C:12](=[CH:13][CH:14]=[CH:15][CH:16]=2)[C:11](=[C:18](O)[C:19]2[CH:24]=[CH:23][CH:22]=[CH:21][CH:20]=2)[C:10]1=[O:26])(=[O:8])[C:2]1[CH:7]=[CH:6][CH:5]=[CH:4][CH:3]=1.P(Cl)(Cl)(Cl)(Cl)[Cl:28]>C1(C)C=CC=CC=1>[C:1]([N:9]1[C:17]2[C:12](=[CH:13][CH:14]=[CH:15][CH:16]=2)[C:11](=[C:18]([Cl:28])[C:19]2[CH:24]=[CH:23][CH:22]=[CH:21][CH:20]=2)[C:10]1=[O:26])(=[O:8])[C:2]1[CH:7]=[CH:6][CH:5]=[CH:4][CH:3]=1. Procedure details: Prepared analogously to Example 2b from 1-benzoyl-3-(1-hydroxy-1-phenyl-methylidene)-2-indolinone and phosphorus pentachloride in toluene. Starting materials: O=Cc1cc(Br)ccc1O, C=CC(=O)OC(C)(C)C, CC(C)(C)[O-], CCOC(C)=O, CC(C)(C)O, [K+]. Yields the product CC(C)(C)OC(=O)C1=Cc2cc(Br)ccc2OC1. As a reaction SMILES: [Br:1][c:2]1[cH:3][cH:4][c:5]([OH:10])[c:6]([CH:7]=[O:8])[cH:9]1.[C:11]([CH:12]=[CH2:13])(=[O:14])[O:15][C:16]([CH3:17])([CH3:18])[CH3:19].[CH3:20][C:21]([CH3:22])([O-:23])[CH3:24].[CH3:26][CH2:27][O:28][C:29](=[O:30])[CH3:31].[CH3:32][C:33]([OH:34])([CH3:35])[CH3:36].[K+:25]>>[Br:1][c:2]1[cH:3][cH:4][c:5]2[c:6]([cH:9]1)[CH:7]=[C:12]([C:11](=[O:14])[O:15][C:16]([CH3:17])([CH3:18])[CH3:19])[CH2:13][O:10]2. RXN SMILES: [Cl:21][c:22]1[n:23][c:24]([C:29](=[O:30])[OH:31])[nH:25][c:26]1[CH2:27][CH3:28].[NH2:1][CH:2]1[CH:3]([O:19][CH3:20])[CH2:4][N:5]([c:8]2[cH:9][c:10]([C:11](=[O:12])[O:13][CH3:14])[cH:15][c:16]([F:18])[cH:17]2)[CH2:6][CH2:7]1.[OH:32][n:33]1[c:34]2[c:35]([cH:36][cH:37][cH:38][cH:39]2)[n:40][n:41]1>>[NH:1]([CH:2]1[CH:3]([O:19][CH3:20])[CH2:4][N:5]([c:8]2[cH:9][c:10]([C:11](=[O:12])[O:13][CH3:14])[cH:15][c:16]([F:18])[cH:17]2)[CH2:6][CH2:7]1)[C:29]([c:24]1[n:23][c:22]([Cl:21])[c:26]([CH2:27][CH3:28])[nH:25]1)=[O:30]. Starting materials: CCc1[nH]c(C(=O)O)nc1Cl, COC(=O)c1cc(F)cc(N2CCC(N)C(OC)C2)c1, On1nnc2ccccc21. The product is CCc1[nH]c(C(=O)NC2CCN(c3cc(F)cc(C(=O)OC)c3)CC2OC)nc1Cl. Yield: 91.8%. The reactants are FC(OC1=CC=C(CN)C=C1)(F)F (4-(trifluoromethoxy)benzylamine), C(C)(=O)O (acetic acid), F[B-](F)(F)F.N1(N=NC2=C1C=CC=C2)OC(=[N+](C)C)N(C)C (O-(benzotriazol-1-yl)-N,N,N′,N′-tetramethyluronium tetrafluoroborate), C(C)(C)N(C(C)C)CC (N,N-diisopropylethylamine). The product is FC(OC1=CC=C(CNC(C)=O)C=C1)(F)F (N-[4-(Trifluoromethoxy)benzyl]acetamide). Reported procedure: To a solution of 4-(trifluoromethoxy)benzylamine (3.46 g, 57.6 mmol) in DMF (75 mL) and acetic acid (10.0 g, 52.3 mmol) at −10° C. were added O-(benzotriazol-1-yl)-N,N,N′,N′-tetramethyluronium tetrafluoroborate (20.2 g, 62.8 mmol) and N,N-diisopropylethylamine (20.0 mL, 115 mmol) and the reaction mixture was stirred at room temperature overnight. Ethyl acetate (200 mL) was added and the organic phase was washed with water (100 mL), 0.25 M NaOH (100 mL), saturated aqueous NaHCO3 (100 mL), water (... Solvent: C(C)(=O)OCC (Ethyl acetate), CN(C)C=O (DMF). As a reaction SMILES: [F:1][C:2]([F:13])([F:12])[O:3][C:4]1[CH:11]=[CH:10][C:7]([CH2:8][NH2:9])=[CH:6][CH:5]=1.[C:14](O)(=[O:16])[CH3:15].F[B-](F)(F)F.N1(OC(N(C)C)=[N+](C)C)C2C=CC=CC=2N=N1.C(N(CC)C(C)C)(C)C>CN(C=O)C.C(OCC)(=O)C>[F:1][C:2]([F:12])([F:13])[O:3][C:4]1[CH:11]=[CH:10][C:7]([CH2:8][NH:9][C:14](=[O:16])[CH3:15])=[CH:6][CH:5]=1 |f:2.3|. Conditions: time 8 hour. Reactants: ClCCl, Cl, CCC(O)(CC(=O)OC(C)(C)C)c1cc2n(c(=O)c1CO)Cc1cc3ccccc3nc1-2. Yields the product CCC1(O)CC(=O)OCc2c1cc1n(c2=O)Cc2cc3ccccc3nc2-1. Reaction SMILES: [Cl:34][CH2:35][Cl:36].[ClH:33].[OH:1][C:2]([CH2:3][C:4](=[O:5])[O:6][C:8]([CH3:9])([CH3:10])[CH3:32])([CH2:11][CH3:12])[c:13]1[c:14]([CH2:31][OH:7])[c:15](=[O:30])[n:16]2[c:28]([cH:29]1)-[c:19]1[c:18]([cH:27][c:26]3[c:21]([n:20]1)[cH:22][cH:23][cH:24][cH:25]3)[CH2:17]2>>[OH:1][C:2]1([CH2:11][CH3:12])[CH2:3][C:4](=[O:5])[O:6][CH2:31][c:14]2[c:13]1[cH:29][c:28]1[n:16]([c:15]2=[O:30])[CH2:17][c:18]2[c:19]-1[n:20][c:21]1[cH:22][cH:23][cH:24][cH:25][c:26]1[cH:27]2. Starting materials: FC(C(=O)O)(F)F.FC(C(=O)O)(F)F.FC(C(=O)O)(F)F.N1CC(C1)CC(=O)NC=1C=CC=2NC3=C(C=NC(NC=4C=NC=C(CCC1C2)C4)=N3)Cl (2-azetidin-3-yl-N-[6-chloro-2,4,8,18,22-pentaazatetracyclo[14.3.1.1(3,7).1(9,13)]docosa-1(20),3(22),4,6,9(21),10,12,16,18-nonaen-12-yl]acetamide tris(trifluoroacetate)), N1N=C(N=C1)C(=O)O (1H-1,2,4-triazole-3-carboxylic acid). The product is FC(C(=O)O)(F)F.FC(C(=O)O)(F)F.ClC=1C=NC=2NC=3C=NC=C(CCC4=C(C=CC(NC1N2)=C4)NC(CC4CN(C4)C(=O)C4=NNC=N4)=O)C3 (N-[6-Chloro-2,4,8,18,22-pentaazatetracyclo[14.3.1.1(3,7).1(9,13)]docosa-1(20),3(22),4,6,9(21),10,12,16,18-nonaen-12-yl]-2-[1-(1H-1,2,4-triazol-3-ylcarbonyl)azetidin-3-yl]acetamide bis(trifluoroacetate)). The yield is 57.0%. RXN SMILES: [F:1][C:2]([F:7])([F:6])[C:3]([OH:5])=[O:4].[F:8][C:9]([F:14])([F:13])[C:10]([OH:12])=[O:11].FC(F)(F)C(O)=O.[NH:22]1[CH2:25][CH:24]([CH2:26][C:27]([NH:29][C:30]2[CH:31]=[CH:32][C:33]3[NH:34][C:35]4[N:51]=[C:39]([NH:40][C:41]5[CH:42]=[N:43][CH:44]=[C:45]([CH:50]=5)[CH2:46][CH2:47][C:48]=2[CH:49]=3)[N:38]=[CH:37][C:36]=4[Cl:52])=[O:28])[CH2:23]1.[NH:53]1[CH:57]=[N:56][C:55]([C:58](O)=[O:59])=[N:54]1>>[F:1][C:2]([F:7])([F:6])[C:3]([OH:5])=[O:4].[F:8][C:9]([F:14])([F:13])[C:10]([OH:12])=[O:11].[Cl:52][C:36]1[CH:37]=[N:38][C:39]2[NH:40][C:41]3[CH:42]=[N:43][CH:44]=[C:45]([CH:50]=3)[CH2:46][CH2:47][C:48]3[CH:49]=[C:33]([NH:34][C:35]=1[N:51]=2)[CH:32]=[CH:31][C:30]=3[NH:29][C:27](=[O:28])[CH2:26][CH:24]1[CH2:23][N:22]([C:58]([C:55]2[N:56]=[CH:57][NH:53][N:54]=2)=[O:59])[CH2:25]1 |f:0.1.2.3,5.6.7|. Procedure: The desired compound was prepared according to the procedure of Example D97, step A, using 2-azetidin-3-yl-N-[6-chloro-2,4,8,18,22-pentaazatetracyclo[14.3.1.1(3,7).1(9,13)]docosa-1(20),3(22),4,6,9(21),10,12,16,18-nonaen-12-yl]acetamide tris(trifluoroacetate) and 1H-1,2,4-triazole-3-carboxylic acid as the starting materials in 57% yield. LCMS for C25H24ClN10O2 (M+H)+: m/z=531.0.